Dataset: the Open Reaction Database (ORD), a public repository of structured organic reaction records. Task: describe an organic reaction: reactants, conditions, products, and yield Isolated yield 93.8%. As a reaction SMILES: [C:1]1(/[CH:7]=[CH:8]/[CH2:9][CH2:10][CH2:11][OH:12])[CH:6]=[CH:5][CH:4]=[CH:3][CH:2]=1>ClC1CCCOC1C1C=CC=CC=1>[C:1]1(/[CH:7]=[CH:8]/[CH2:9][CH2:10][CH:11]=[O:12])[CH:6]=[CH:5][CH:4]=[CH:3][CH:2]=1. Procedure details: To a dry 3 liter 3-necked flask equipped with mechanical stirrer, thermometer and nitrogen inlet was added 1.5 liter of dry dichloromethane (a) and 95 g of dry pyridine (b). The stirred solution was cooled ot an internal temperature of 5° and 60 g of chromium trioxide (c) was added in one portion. The mixture was stirred an additional 5 minutes and then allowed to warm to 20° over 60 minutes, giving a solution of Collins reagent. A solution of 16.2 g of trans-5-phenyl-4-penten-1-ol (d) in 100 ml... Starting materials: C1(=CC=CC=C1)/C=C/CCCO (trans-5-phenyl-4-penten-1-ol). Conditions: time 15 minute. The product is C1(=CC=CC=C1)/C=C/CCC=O (trans-5-phenyl-4-pentenal). The solvent is ClC1C(OCCC1)C1=CC=CC=C1 (3-chloro-2-phenyltetrahydropyran). The reactants are CO, CCOC(=O)c1c(-c2c(Cl)cncc2Cl)noc1C1CCC1, Cl, [Na+], C1CCOC1, [OH-]. Yields the product O=C(O)c1c(-c2c(Cl)cncc2Cl)noc1C1CCC1. RXN SMILES: [CH3:31][OH:32].[CH:1]1([c:5]2[c:6]([C:18](=[O:19])[O:20][CH2:21][CH3:22])[c:7](-[c:10]3[c:11]([Cl:17])[cH:12][n:13][cH:14][c:15]3[Cl:16])[n:8][o:9]2)[CH2:2][CH2:3][CH2:4]1.[ClH:30].[Na+:29].[O:23]1[CH2:24][CH2:25][CH2:26][CH2:27]1.[OH-:28]>>[CH:1]1([c:5]2[c:6]([C:18](=[O:19])[OH:20])[c:7](-[c:10]3[c:11]([Cl:17])[cH:12][n:13][cH:14][c:15]3[Cl:16])[n:8][o:9]2)[CH2:2][CH2:3][CH2:4]1. Reactants: Cc1nc(C(=O)O)c(-c2cccc(Cl)c2)o1, CC(F)(F)c1csc(Cn2ncc(N)n2)n1. Product: Cc1nc(C(=O)Nc2cnn(Cc3nc(C(C)(F)F)cs3)n2)c(-c2cccc(Cl)c2)o1. Reaction SMILES: [Cl:17][c:18]1[cH:19][c:20](-[c:24]2[c:25]([C:30](=[O:31])[OH:32])[n:26][c:27]([CH3:29])[o:28]2)[cH:21][cH:22][cH:23]1.[F:1][C:2]([CH3:3])([F:4])[c:5]1[n:6][c:7]([CH2:10][n:11]2[n:12][cH:13][c:14]([NH2:16])[n:15]2)[s:8][cH:9]1>>[F:1][C:2]([CH3:3])([F:4])[c:5]1[n:6][c:7]([CH2:10][n:11]2[n:12][cH:13][c:14]([NH:16][C:30]([c:25]3[c:24](-[c:20]4[cH:19][c:18]([Cl:17])[cH:23][cH:22][cH:21]4)[o:28][c:27]([CH3:29])[n:26]3)=[O:31])[n:15]2)[s:8][cH:9]1. Reactants: C[Mg]Br (methyl magnesium bromide), O1CCCC1 (tetrahydrofuran), CCOC(=O)[C@@H]1N([C@@H](CC1)C1=CC(=C(C(=C1)F)F)F)C(=O)OC(C)(C)C ((2R,5S)-5-(3,4,5-trifluorophenyl)pyrrolidine-1,2-dicarboxylic acid 1-t-butyl ester 2-ethyl ester), [Cl-].[NH4+] (ammonium chloride), C(C)(=O)OCC (ethyl acetate). Run at time 1 hour. Yields the product FC=1C=C(C=C(C1F)F)[C@@H]1CC[C@@H](N1)C(C)(C)O (2-[(2R,5S)-5-(3,4,5-trifluorophenyl)pyrrolidine-2-yl]propan-2-ol). As a reaction SMILES: C[Mg]Br.O1CCC[CH2:5]1.CCOC([C@H:14]1[CH2:18][CH2:17][C@@H:16]([C:19]2[CH:24]=[C:23]([F:25])[C:22]([F:26])=[C:21]([F:27])[CH:20]=2)[N:15]1C(OC(C)(C)C)=O)=O.[Cl-].[NH4+].C([O:40][CH2:41][CH3:42])(=O)C>>[F:25][C:23]1[CH:24]=[C:19]([C@H:16]2[NH:15][C@@H:14]([C:41]([OH:40])([CH3:42])[CH3:5])[CH2:18][CH2:17]2)[CH:20]=[C:21]([F:27])[C:22]=1[F:26] |f:3.4|. Procedure: Under a nitrogen atmosphere and under ice-cooling, methyl magnesium bromide (20.7 mL, 0.97M tetrahydrofuran solution) was added dropwise into a tetrahydrofuran (50 mL) solution of (2R,5S)-5-(3,4,5-trifluorophenyl)pyrrolidine-1,2-dicarboxylic acid 1-t-butyl ester 2-ethyl ester (2.5 g). After stirring for 2 hours at the same temperature, ammonium chloride aqueous solution and ethyl acetate were added, and the organic layer was partitioned. The organic layer was washed with brine and was dried with... As a reaction SMILES: [C:51]([OH:52])(=[O:53])[CH3:54].[CH3:58][OH:59].[Cl:55][CH2:56][Cl:57].[NH2:1][CH2:2][CH:3]1[O:4][CH:5]([n:13]2[cH:14][cH:15][c:16]3[c:17]2[n:18][cH:19][n:20][c:21]3[NH:22][CH2:23][c:24]2[c:25]([O:32][CH3:33])[cH:26][c:27]([O:30][CH3:31])[cH:28][cH:29]2)[CH:6]2[CH:7]1[O:8][C:9]([CH3:11])([CH3:12])[O:10]2.[O:34]=[C:35]1[CH2:36][CH:37]([CH2:39][CH2:40][C:41](=[O:42])[O:43][CH2:44][c:45]2[cH:46][cH:47][cH:48][cH:49][cH:50]2)[CH2:38]1>>[NH:1]([CH2:2][CH:3]1[O:4][CH:5]([n:13]2[cH:14][cH:15][c:16]3[c:17]2[n:18][cH:19][n:20][c:21]3[NH:22][CH2:23][c:24]2[c:25]([O:32][CH3:33])[cH:26][c:27]([O:30][CH3:31])[cH:28][cH:29]2)[CH:6]2[CH:7]1[O:8][C:9]([CH3:11])([CH3:12])[O:10]2)[CH:35]1[CH2:36][CH:37]([CH2:39][CH2:40][C:41](=[O:42])[O:43][CH2:44][c:45]2[cH:46][cH:47][cH:48][cH:49][cH:50]2)[CH2:38]1. Reactants: CC(=O)O, CO, ClCCl, COc1ccc(CNc2ncnc3c2ccn3C2OC(CN)C3OC(C)(C)OC32)c(OC)c1, O=C1CC(CCC(=O)OCc2ccccc2)C1. Yields the product COc1ccc(CNc2ncnc3c2ccn3C2OC(CNC3CC(CCC(=O)OCc4ccccc4)C3)C3OC(C)(C)OC32)c(OC)c1.